Dataset: the Open Reaction Database (ORD), a public repository of structured organic reaction records. Task: describe an organic reaction: reactants, conditions, products, and yield Reactants: ClC=1C2=C(SC1C(=O)N[C@@H](C(=O)O)CC1=CC=CC=C1)C=CC(=C2)F ((R)-2-(3-chloro-5-fluorobenzo[b]thiophene-2-carboxamido)-3-phenylpropanoic acid), C(C)(C)(C)OC([C@@H](N)CC1=CC=CC=C1)=O ((S)-phenylalanine tert-butyl ester). Yields the product ClC=1C2=C(SC1C(=O)N[C@H](C(=O)O)CC1=CC=CC=C1)C=CC(=C2)F ((S)-2-(3-chloro-5-fluorobenzo[b]thiophene-2-carboxamido)-3-phenylpropanoic acid). As a reaction SMILES: [Cl:1][C:2]1[C:3]2[CH:24]=[C:23]([F:25])[CH:22]=[CH:21][C:4]=2[S:5][C:6]=1[C:7]([NH:9][C@H:10]([CH2:14][C:15]1[CH:20]=[CH:19][CH:18]=[CH:17][CH:16]=1)[C:11]([OH:13])=[O:12])=[O:8].C(OC(=O)[C@H](CC1C=CC=CC=1)N)(C)(C)C>>[Cl:1][C:2]1[C:3]2[CH:24]=[C:23]([F:25])[CH:22]=[CH:21][C:4]=2[S:5][C:6]=1[C:7]([NH:9][C@@H:10]([CH2:14][C:15]1[CH:20]=[CH:19][CH:18]=[CH:17][CH:16]=1)[C:11]([OH:13])=[O:12])=[O:8]. Reported procedure: Following the 12a synthetic method, using B1 (55.33 mg, 0.25 mmol) instead of A1 gave 12b as a white powder; (87.65 mg, 92.8%). [α]D25: +22.3 (c=0.29, CHCl3); 1H-NMR (300 MHz, acetone-d6): δ 8.11-8.06 (m, 1H), 7.81 (d, J=7.2, 1H), 7.61-7.57 (m, 1H), 7.46-7.22 (m, 6H), 5.03-4.97 (m, 1H), 3.40-3.26 (m, 2H); 13C NMR (300 MHz, acetone-d6): δ 171.50, 163.02, 159.80, 138.09, 136.66, 135.36, 133.46, 129.49, 128.39, 126.88, 125.29, 118.28, 116.80, 116.46, 108.25, 107.93, 54.14, 36.79; HRMS (ESI): calcd ... The reactants are C(C)(C)(C)OC(NCC(C)(C)C=1NC(=C(N1)C1=CC(=C(C=C1)Cl)OC)C1=CC=NC=C1)=O ((2-(4-(4-Chloro-3-methoxy-phenyl)-5-pyridin-4-yl-1H-imidazol-2-yl)-2-methyl-propyl)-carbamic acid tert-butyl ester), C(C)(C)(C)OC(=O)NC(C=O)(C)C (2-tert-butoxycarbonylamino-2-methylpropanal). Product: NC(C)(C)C=1NC(=C(N1)C=1C=CC(=C(C1)O)Cl)C1=CC=NC=C1 (5-[2-(1-Amino-1-methyl-ethyl)-5-pyridin-4-yl-1H-imidazol-4-yl]-2-chloro-phenol). As a reaction SMILES: C(OC(=O)N[CH2:8][C:9]([C:12]1[NH:13][C:14]([C:26]2[CH:31]=[CH:30][N:29]=[CH:28][CH:27]=2)=[C:15]([C:17]2[CH:22]=[CH:21][C:20]([Cl:23])=[C:19]([O:24]C)[CH:18]=2)[N:16]=1)(C)[CH3:10])(C)(C)C.C(OC([NH:40]C(C)(C)C=O)=O)(C)(C)C>>[NH2:40][C:9]([C:12]1[NH:13][C:14]([C:26]2[CH:27]=[CH:28][N:29]=[CH:30][CH:31]=2)=[C:15]([C:17]2[CH:22]=[CH:21][C:20]([Cl:23])=[C:19]([OH:24])[CH:18]=2)[N:16]=1)([CH3:10])[CH3:8]. Reported procedure: The title compound was prepared from the product of Example 1, Step 3 and 2-tert-butoxycarbonylamino-2-methylpropanal (T. Seki et al., Chem. Pharm. Bull.; 1996, 44, 2061) using the methods described in Example 1 Step 4, followed by those of Example 2 and Example 3; MS(ES+) m/e 329/331 [M+H]+.